This data is from the Open Reaction Database (ORD), a public repository of structured organic reaction records. The task is: describe an organic reaction: reactants, conditions, products, and yield Starting materials: N[C@]12[C@@H]([C@H]3CC[C@@H]4[C@]5(CC=C(C([C@@H]5CC[C@]4([C@@]3(CC1)C)C)(C)C)C1=CC=C(C(=O)OC)C=C1)C)[C@@H](CC2)C(=C)C (methyl 4-((1R,3aS,5aR,5bR,7aR,11aS,11bR,13aR,13bR)-3a-amino-5a,5b,8,8,11a-pentamethyl-1-(prop-1-en-2-yl)-2,3,3a,4,5,5a,5b,6,7,7a,8,11,11a,11b,12,13,13a,13b-octadecahydro-1H-cyclopenta[a]chrysen-9-yl)benzoate), TEA, C(=C)S(=O)(=O)C=C (vinylsulfonylethene). Run in CCO (EtOH). Conditions: temperature 100 celsius. Yields the product C[C@]12CC[C@@]3([C@@H]([C@H]2CC[C@@H]2[C@]4(CC=C(C([C@@H]4CC[C@@]12C)(C)C)C1=CC=C(C(=O)OC)C=C1)C)[C@@H](CC3)C(=C)C)NCCS(=O)(=O)C=C (methyl 4-((1R,3aS,5aR,5bR,7aR,11aS,11bR,13aR,13bR)-5a,5b,8,8,11a-pentamethyl-1-(prop-1-en-2-yl)-3a-(2-(vinylsulfonyl)ethylamino)-2,3,3a,4,5,5a,5b,6,7,7a,8,11,11a,11b,12,13,13a,13b-octadecahydro-1H-cyclopenta[a]chrysen-9-yl)benzoate). Isolated yield 68.7%. RXN SMILES: [NH2:1][C@:2]12[CH2:37][CH2:36][C@@H:35]([C:38]([CH3:40])=[CH2:39])[C@@H:3]1[C@@H:4]1[C@@:17]([CH3:20])([CH2:18][CH2:19]2)[C@@:16]2([CH3:21])[C@@H:7]([C@:8]3([CH3:34])[C@@H:13]([CH2:14][CH2:15]2)[C:12]([CH3:23])([CH3:22])[C:11]([C:24]2[CH:33]=[CH:32][C:27]([C:28]([O:30][CH3:31])=[O:29])=[CH:26][CH:25]=2)=[CH:10][CH2:9]3)[CH2:6][CH2:5]1.[CH:41]([S:43]([CH:46]=[CH2:47])(=[O:45])=[O:44])=[CH2:42]>CCO>[CH3:20][C@:17]12[C@@:16]3([CH3:21])[C@@H:7]([C@:8]4([CH3:34])[C@@H:13]([CH2:14][CH2:15]3)[C:12]([CH3:22])([CH3:23])[C:11]([C:24]3[CH:25]=[CH:26][C:27]([C:28]([O:30][CH3:31])=[O:29])=[CH:32][CH:33]=3)=[CH:10][CH2:9]4)[CH2:6][CH2:5][C@@H:4]1[C@H:3]1[C@H:35]([C:38]([CH3:40])=[CH2:39])[CH2:36][CH2:37][C@:2]1([NH:1][CH2:47][CH2:46][S:43]([CH:41]=[CH2:42])(=[O:45])=[O:44])[CH2:19][CH2:18]2. Reported procedure: A mixture of methyl 4-((1R,3aS,5aR,5bR,7aR,11aS,11bR,13aR,13bR)-3a-amino-5a,5b,8,8,11a-pentamethyl-1-(prop-1-en-2-yl)-2,3,3a,4,5,5a,5b,6,7,7a,8,11,11a,11b,12,13,13a,13b-octadecahydro-1H-cyclopenta[a]chrysen-9-yl)benzoate (30 mg, 0.055 mmol), TEA (0.023 mL, 0.165 mmol) and vinylsulfonylethene (19.5 mg, 0.165 mmol) in EtOH (1 mL) was heated for 3 h at 100° C. The reaction mixture was quenched with water, extracted with DCM (3×2 mL). The organic phases were combined, dried over sodium sulfate, filt... Starting materials: C1CCOC1, COc1ccc(-c2cc3ccc(C#CCO)cc3oc2=O)cc1. Yields the product COc1ccc(-c2cc3ccc(CCCO)cc3oc2=O)cc1. As a reaction SMILES: [CH2:24]1[O:25][CH2:26][CH2:27][CH2:28]1.[OH:1][CH2:2][C:3]#[C:4][c:5]1[cH:6][cH:7][c:8]2[cH:9][c:10](-[c:16]3[cH:17][cH:18][c:19]([O:22][CH3:23])[cH:20][cH:21]3)[c:11](=[O:15])[o:12][c:13]2[cH:14]1>>[OH:1][CH2:2][CH2:3][CH2:4][c:5]1[cH:6][cH:7][c:8]2[cH:9][c:10](-[c:16]3[cH:17][cH:18][c:19]([O:22][CH3:23])[cH:20][cH:21]3)[c:11](=[O:15])[o:12][c:13]2[cH:14]1. Reactants: C(C)OC(=O)C1(CCN(CC1)S(=O)(=O)C1=C(C=CC=C1)Cl)CCOC (1-(2-chloro-benzenesulfonyl)-4-(2-methoxy-ethyl)-piperidine-4-carboxylic acid ethyl ester), [Cl-].C[Al+]C (dimethylaluminium chloride), FC(C=1C=C(C=CC1)CCN)(F)F (2-(3-Trifluoromethyl-phenyl)-ethylamine). The solvent is C1(=CC=CC=C1)C (toluene). Product: ClC1=C(C=CC=C1)S(=O)(=O)N1CCC2(CCN(C2=O)CCC2=CC(=CC=C2)C(F)(F)F)CC1 (8-(2-Chloro-benzenesulfonyl)-2-[2-(3-trifluoromethyl-phenyl)-ethyl]-2,8-diaza-spiro[4.5]decan-1-one). As a reaction SMILES: C(O[C:4]([C:6]1([CH2:22][CH2:23]OC)[CH2:11][CH2:10][N:9]([S:12]([C:15]2[CH:20]=[CH:19][CH:18]=[CH:17][C:16]=2[Cl:21])(=[O:14])=[O:13])[CH2:8][CH2:7]1)=[O:5])C.[Cl-].C[Al+]C.[F:30][C:31]([F:42])([F:41])[C:32]1[CH:33]=[C:34]([CH2:38][CH2:39][NH2:40])[CH:35]=[CH:36][CH:37]=1>C1(C)C=CC=CC=1>[Cl:21][C:16]1[CH:17]=[CH:18][CH:19]=[CH:20][C:15]=1[S:12]([N:9]1[CH2:8][CH2:7][C:6]2([C:4](=[O:5])[N:40]([CH2:39][CH2:38][C:34]3[CH:35]=[CH:36][CH:37]=[C:32]([C:31]([F:30])([F:41])[F:42])[CH:33]=3)[CH2:23][CH2:22]2)[CH2:11][CH2:10]1)(=[O:13])=[O:14] |f:1.2|. Procedure details: This material was prepared in analogy to example 1 step D) from 1-(2-chloro-benzenesulfonyl)-4-(2-methoxy-ethyl)-piperidine-4-carboxylic acid ethyl ester, dimethylaluminium chloride in toluene and 2-(3-Trifluoromethyl-phenyl)-ethylamine. MS (ESI): 501.4 (MH+). The reactants are ice water, C[O-].[Na+] (sodium methylate), ClC1=C(C=CC=C1)C1=NC(C(NC2=C1C=C(C=C2)F)=O)=CN2CCOCC2 (5-(2'-chloro-phenyl)-1,3-dihydro-7-fluoro-3-(morpholino-methylene)-2H-1,4-benzodiazepin-2-one), CI (methyl iodide). Solvent: CN(C=O)C (dimethylformamide). Conditions: temperature 0 celsius. The product is ClC1=C(C=CC=C1)C1=NC(C(N(C2=C1C=C(C=C2)F)C)=O)=CN2CCOCC2 (5-(2'-Chloro-phenyl)-1,3-dihydro-7-fluoro-1-methyl-3-(morpholino-methylene)-2H-1,4-benzodiazepin-2-one). As a reaction SMILES: [CH3:1][O-].[Na+].[Cl:4][C:5]1[CH:10]=[CH:9][CH:8]=[CH:7][C:6]=1[C:11]1[C:17]2[CH:18]=[C:19]([F:22])[CH:20]=[CH:21][C:16]=2[NH:15][C:14](=[O:23])[C:13](=[CH:24][N:25]2[CH2:30][CH2:29][O:28][CH2:27][CH2:26]2)[N:12]=1.CI>CN(C)C=O>[Cl:4][C:5]1[CH:10]=[CH:9][CH:8]=[CH:7][C:6]=1[C:11]1[C:17]2[CH:18]=[C:19]([F:22])[CH:20]=[CH:21][C:16]=2[N:15]([CH3:1])[C:14](=[O:23])[C:13](=[CH:24][N:25]2[CH2:26][CH2:27][O:28][CH2:29][CH2:30]2)[N:12]=1 |f:0.1|. Procedure: 1.6 gm of a methanolic 30% sodium methylate solution were added to a suspension of 2 gm of 5-(2'-chloro-phenyl)-1,3-dihydro-7-fluoro-3-(morpholino-methylene)-2H-1,4-benzodiazepin-2-one in 50 ml of dimethylformamide at room temperature, whereby a reddish-brown solution was immediately formed. The resulting solution was cooled to 0°C, and then 2.1 gm of methyl iodide were added dropwise thereto. After one hour the mixture was poured into ice water, and the precipitate formed thereby was collected ... Reactants: reduced iron, C(C)N1N=NN=C1CSC1=CC=C(C=C1)[N+](=O)[O-] (1-ethyl-5-[[(4-nitrophenyl)sulfanyl]methyl]-1,2,3,4-tetrazole), C(C)N1N=C(N=N1)CSC1=CC=C(C=C1)[N+](=O)[O-] (2-ethyl-5-[[(4-nitrophenyl)sulfanyl]methyl]-1,2,3,4-tetrazole). Run in C(C)(=O)O (acetic acid). Run at time 40 hour. The product is C(C)N1N=NN=C1CSC1=CC=C(N)C=C1 (4-[[(1-ethyl-1,2,3,4-tetrazol-5-yl)methyl]sulfanyl]aniline), C(C)N1N=C(N=N1)CSC1=CC=C(N)C=C1 (4-[[(2-ethyl-1,2,3,4-tetrazol-5-yl)methyl]sulfanyl]aniline). As a reaction SMILES: [CH2:1]([N:3]1[C:7]([CH2:8][S:9][C:10]2[CH:15]=[CH:14][C:13]([N+:16]([O-])=O)=[CH:12][CH:11]=2)=[N:6][N:5]=[N:4]1)[CH3:2].[CH2:19]([N:21]1[N:25]=[N:24][C:23]([CH2:26][S:27][C:28]2[CH:33]=[CH:32][C:31]([N+:34]([O-])=O)=[CH:30][CH:29]=2)=[N:22]1)[CH3:20]>C(O)(=O)C>[CH2:1]([N:3]1[C:7]([CH2:8][S:9][C:10]2[CH:11]=[CH:12][C:13]([NH2:16])=[CH:14][CH:15]=2)=[N:6][N:5]=[N:4]1)[CH3:2].[CH2:19]([N:21]1[N:25]=[N:24][C:23]([CH2:26][S:27][C:28]2[CH:29]=[CH:30][C:31]([NH2:34])=[CH:32][CH:33]=2)=[N:22]1)[CH3:20]. Procedure details: To a mixture of 1-ethyl-5-[[(4-nitrophenyl)sulfanyl]methyl]-1,2,3,4-tetrazole and 2-ethyl-5-[[(4-nitrophenyl)sulfanyl]methyl]-1,2,3,4-tetrazole (4.2 g) was added acetic acid (42 ml), reduced iron (12.6 g) was added to the mixture, and the mixture was stirred for 40 hours at room temperature. The mixture was filtered with Celite, and the mixture was washed with ethyl acetate. The solvent was removed under reduced pressure, and the obtained residue was dissolved in ethyl acetate, and the mixture w... Starting materials: 6903A, Cl (HCl), C(C(=O)[O-])S (thioglycollate), C(C(=O)[O-])S (thioglycollate), O[C@H]1C[C@H]2C[C@H]([C@H]3[C@@H]4CC[C@H]([C@@H](CCC(=O)O)C)[C@]4(CC[C@@H]3[C@]2(CC1)C)C)O (3α, 7α-dihydroxy-5β-cholanoic acid). Reaction conditions: time 12 hour. The product is O[C@H]1C[C@H]2C[C@@H]([C@H]3[C@@H]4CC[C@H]([C@@H](CCC(=O)O)C)[C@]4(CC[C@@H]3[C@]2(CC1)C)C)O (3α, 7β-dihydroxy-5β-cholanoic acid). The yield is 70.0%. As a reaction SMILES: C(S)C([O-])=O.[OH:6][C@@H:7]1[CH2:30][CH2:29][C@@:28]2([CH3:31])[C@H:9]([CH2:10][C@@H:11]([OH:33])[C@@H:12]3[C@@H:27]2[CH2:26][CH2:25][C@@:24]2([CH3:32])[C@H:13]3[CH2:14][CH2:15][C@@H:16]2[C@H:17]([CH3:23])[CH2:18][CH2:19][C:20]([OH:22])=[O:21])[CH2:8]1.Cl>>[OH:6][C@@H:7]1[CH2:30][CH2:29][C@@:28]2([CH3:31])[C@H:9]([CH2:10][C@H:11]([OH:33])[C@@H:12]3[C@@H:27]2[CH2:26][CH2:25][C@@:24]2([CH3:32])[C@H:13]3[CH2:14][CH2:15][C@@H:16]2[C@H:17]([CH3:23])[CH2:18][CH2:19][C:20]([OH:22])=[O:21])[CH2:8]1. Reported procedure: The organism Clostridium absonum (VPI 6903A) is maintained in a chopped meat culture at 4° C. A volume of 1 ml. taken from this chopped meat starter culture is introduced into a 40 ml. volume of freshly autoclaved brain-heart infusion (Barto Brain Heart Infusion B37, Difco Laboratories) broth containing 0.1% thioglycollate. The culture is grown for 12 hours at 37° C., after which it is transferred into 1.0 liter of brain-heart infusion broth containing 0.1% thioglycollate and 5×10-4M 3α, 7α-dihy... Reactants: ClC=1C2=C(N=C(N1)SCCC)N(N=N2)[C@H]2[C@@H](CCC2)O ((1R-trans)-2-[7-Chloro-5-(propylthio)-3H-[1,2,3]triazolo[4,5-d]pyrimidin-3-yl]cyclopentanol), COC1=CC=C(C=C1)[C@H]1[C@@H](C1)N ((1R,2S)-2-(4-methoxyphenyl)cyclopropanamine), O[C@@H](C(=O)[O-])[C@H](C(=O)[O-])O ((2R,3R)-2,3-dihydroxybutanedioate). Product: COC1=CC=C(C=C1)C1C(C1)NC=1C2=C(N=C(N1)SCCC)N(N=N2)C2C(CCC2)O (2-[7-[[2-(4-Methoxyphenyl)cyclopropyl]amino]-5-(propylthio)-3H-[1,2,3]triazolo[4,5-d]pyrimidin-3-yl]cyclopentanol). Reaction SMILES: Cl[C:2]1[C:3]2[N:14]=[N:13][N:12]([C@@H:15]3[CH2:19][CH2:18][CH2:17][C@H:16]3[OH:20])[C:4]=2[N:5]=[C:6]([S:8][CH2:9][CH2:10][CH3:11])[N:7]=1.[CH3:21][O:22][C:23]1[CH:28]=[CH:27][C:26]([C@@H:29]2[CH2:31][C@H:30]2[NH2:32])=[CH:25][CH:24]=1.O[C@H]([C@@H](O)C([O-])=O)C([O-])=O>>[CH3:21][O:22][C:23]1[CH:24]=[CH:25][C:26]([CH:29]2[CH2:31][CH:30]2[NH:32][C:2]2[C:3]3[N:14]=[N:13][N:12]([CH:15]4[CH2:19][CH2:18][CH2:17][CH:16]4[OH:20])[C:4]=3[N:5]=[C:6]([S:8][CH2:9][CH2:10][CH3:11])[N:7]=2)=[CH:27][CH:28]=1. Reported procedure: Prepared using the product from step b) (0.15 g) and (1R,2S)-2-(4-methoxyphenyl)cyclopropanamine, (2R,3R)-2,3-dihydroxybutanedioate (1:1) (0.20 g) (prepared as described in WO 9905143) by the method of Example 1, step d). Purified by chromatography (SiO2, ethyl acetate:dichloromethane 1:9 as eluant) to afford the title compound (0.12 g). The reactants are C1(=CC=CC=C1)C1CNCC1 (3-phenylpyrrolidine), O=C1N(CCC1(C1=CC=CC=C1)C1=CC=CC=C1)CC(=O)O (2-(2-oxo-3,3-diphenylpyrrolidin-1-yl)acetic acid), Cl.C(C)N=C=NCCCN(C)C (N1-((ethylimino)methylene)-N3,N3-dimethylpropane-1,3-diamine hydrochloride). Solvent: ClCCl (dichloromethane). Run at time 8 hour. Product: O=C(CN1C(C(CC1)(C1=CC=CC=C1)C1=CC=CC=C1)=O)N1CC(CC1)C1=CC=CC=C1 (1-[2-oxo-2-(3-phenylpyrrolidin-1-yl)ethyl]-3,3-diphenylpyrrolidin-2-one). RXN SMILES: [C:1]1([CH:7]2[CH2:11][CH2:10][NH:9][CH2:8]2)[CH:6]=[CH:5][CH:4]=[CH:3][CH:2]=1.[O:12]=[C:13]1[C:17]([C:24]2[CH:29]=[CH:28][CH:27]=[CH:26][CH:25]=2)([C:18]2[CH:23]=[CH:22][CH:21]=[CH:20][CH:19]=2)[CH2:16][CH2:15][N:14]1[CH2:30][C:31](O)=[O:32].Cl.C(N=C=NCCCN(C)C)C>ClCCl>[O:32]=[C:31]([N:9]1[CH2:10][CH2:11][CH:7]([C:1]2[CH:6]=[CH:5][CH:4]=[CH:3][CH:2]=2)[CH2:8]1)[CH2:30][N:14]1[CH2:15][CH2:16][C:17]([C:18]2[CH:23]=[CH:22][CH:21]=[CH:20][CH:19]=2)([C:24]2[CH:25]=[CH:26][CH:27]=[CH:28][CH:29]=2)[C:13]1=[O:12] |f:2.3|. Procedure: A solution of 3-phenylpyrrolidine (0.029 g, 0.194 mmol), 2-(2-oxo-3,3-diphenylpyrrolidin-1-yl)acetic acid (Example 1C, 0.052 g, 0.176 mmol) and N1-((ethylimino)methylene)-N3,N3-dimethylpropane-1,3-diamine hydrochloride (0.051 g, 0.244 mmol) in dichloromethane (0.5 mL) was stirred at room temperature. After stirring overnight, the reaction was loaded directly onto a SF15-12 silica gel column (Analogix®, Burlington, Wis.), and the title compound was eluted using a gradient of 5% to 100% ethyl acet... Starting materials: CCON, Cc1cc(Br)c(C)c2c1SCCC2=O, CCO, Cl, c1ccncc1. Product: CCON=C1CCSc2c(C)cc(Br)c(C)c21. Reaction SMILES: [CH2:16]([CH3:17])[O:18][NH2:19].[CH3:1][c:2]1[c:3]2[c:8]([c:9]([CH3:13])[cH:10][c:11]1[Br:12])[S:7][CH2:6][CH2:5][C:4]2=[O:14].[CH3:20][CH2:21][OH:22].[ClH:15].[cH:23]1[cH:24][cH:25][n:26][cH:27][cH:28]1>>[CH3:1][c:2]1[c:3]2[c:8]([c:9]([CH3:13])[cH:10][c:11]1[Br:12])[S:7][CH2:6][CH2:5][C:4]2=[N:19][O:18][CH2:16][CH3:17].